Dataset: the Open Reaction Database (ORD), a public repository of structured organic reaction records. Task: describe an organic reaction: reactants, conditions, products, and yield Starting materials: C(CCC)N1C(N(C(=C(C1=O)[N+](=O)[O-])C)CCC(C)C)=O (3-butyl-6-methyl-1-(3-methyl-butyl)-5-nitro-1H-pyrimidine-2,4-dione), 2959w, 1359m, 3414w, 1683s, 1644s, 2869m, [K+].[Br-] (KBr), 3435w, 2930w. Product: NC=1C(N(C(N(C1C)CCC(C)C)=O)CCCC)=O (5-Amino-3-butyl-6-methyl-1-(3-methyl-butyl)-1H-pyrimidine-2,4-dione). Yield: 100.0%. RXN SMILES: [CH2:1]([N:5]1[C:10](=[O:11])[C:9]([N+:12]([O-])=O)=[C:8]([CH3:15])[N:7]([CH2:16][CH2:17][CH:18]([CH3:20])[CH3:19])[C:6]1=[O:21])[CH2:2][CH2:3][CH3:4].[K+].[Br-]>>[NH2:12][C:9]1[C:10](=[O:11])[N:5]([CH2:1][CH2:2][CH2:3][CH3:4])[C:6](=[O:21])[N:7]([CH2:16][CH2:17][CH:18]([CH3:19])[CH3:20])[C:8]=1[CH3:15] |f:1.2|. Reported procedure: The title compound was prepared according to the procedure of example 18, step 3 except that 3-butyl-6-methyl-1-(3-methyl-butyl)-5-nitro-1H-pyrimidine-2,4-dione was used in place of 1-butyl-3,6-dimethyl-5-nitro-1H-pyrimidine-2,4-dione. Yield: 100%; mp: 68-70° C.; 1H NMR (300 MHz, CDCl3); δ 0.91-0.98 (m, 6H), 1.25 (s, 3H), 1.32-1.40 (m, 2H), 1.48-1.80 (m, 5H), 2.15 (s, 3H), 3.21 (m, 2H) 3.67-3.83 (m, 2H), 3.88-3.96 (m, 2H); IR (KBr, cm-1): 3435w, 3414w, 2959w, 2930w, 2869m, 1683s, 1644s, 1589m,14... Starting materials: ClC1=NC=CC=C1N (2-chloro-3-aminopyridine), ClC1=NC=CC(=C1C(=O)N)C (2-chloro-4-methyl-3-pyridinecarboxamide), [OH-].[Na+] (NaOH), BrBr (bromine). Yields the product ClC1=NC=CC(=C1N)C (2-Chloro-3-amino-4-methylpyridine). Yield: 90.0%. As a reaction SMILES: [Cl:1][C:2]1[C:7]([NH2:8])=[CH:6][CH:5]=[CH:4][N:3]=1.Cl[C:10]1C(C(N)=O)=C(C)C=CN=1.[OH-].[Na+].BrBr>>[Cl:1][C:2]1[C:7]([NH2:8])=[C:6]([CH3:10])[CH:5]=[CH:4][N:3]=1 |f:2.3|. Procedure details: In a manner similar to that described for 2-chloro-3-aminopyridine in Example 14, the title compound was prepared in 90% yield (m.p. 63°-66° C., uncorrected) from 2.57 g of 2-chloro-4-methyl-3-pyridinecarboxamide, 2.28 g of NaOH, and 3.1 g of bromine. Reactants: C1COCCO1, COc1ncnc2sc(-c3c(-c4ccccc4)nc(-c4ccsc4)n3C)nc12, N. The product is Cn1c(-c2ccsc2)nc(-c2ccccc2)c1-c1nc2c(N)ncnc2s1. Reaction SMILES: [CH2:30]1[O:31][CH2:32][CH2:33][O:34][CH2:35]1.[CH3:1][O:2][c:3]1[c:4]2[c:5]([n:6][cH:7][n:8]1)[s:9][c:10](-[c:12]1[c:13](-[c:23]3[cH:24][cH:25][cH:26][cH:27][cH:28]3)[n:14][c:15](-[c:18]3[cH:19][s:20][cH:21][cH:22]3)[n:16]1[CH3:17])[n:11]2.[NH3:29]>>[c:3]1([NH2:29])[c:4]2[c:5]([n:6][cH:7][n:8]1)[s:9][c:10](-[c:12]1[c:13](-[c:23]3[cH:24][cH:25][cH:26][cH:27][cH:28]3)[n:14][c:15](-[c:18]3[cH:19][s:20][cH:21][cH:22]3)[n:16]1[CH3:17])[n:11]2. Starting materials: CC(C)(C)OC(=O)N1CCC(N)CC1, O=C([O-])[O-], COC(=O)c1cc(Cl)nc(Cl)c1, Cc1ccccc1, [Cs+], [Cs+], CC(=O)[O-], CC(=O)[O-], [Pd+2]. Yields the product COC(=O)c1cc(Cl)nc(NC2CCN(C(=O)OC(C)(C)C)CC2)c1. As a reaction SMILES: [C:13]([CH3:14])([CH3:15])([CH3:16])[O:17][C:18](=[O:19])[N:20]1[CH2:21][CH2:22][CH:23]([NH2:26])[CH2:24][CH2:25]1.[C:27](=[O:28])([O-:29])[O-:30].[CH3:1][O:2][C:3]([c:4]1[cH:5][c:6]([Cl:11])[n:7][c:8]([Cl:10])[cH:9]1)=[O:12].[CH3:33][c:34]1[cH:35][cH:36][cH:37][cH:38][cH:39]1.[Cs+:31].[Cs+:32].[O-:41][C:42]([CH3:43])=[O:44].[O-:45][C:46]([CH3:47])=[O:48].[Pd+2:40]>>[CH3:1][O:2][C:3]([c:4]1[cH:5][c:6]([Cl:11])[n:7][c:8]([NH:26][CH:23]2[CH2:22][CH2:21][N:20]([C:18]([O:17][C:13]([CH3:14])([CH3:15])[CH3:16])=[O:19])[CH2:25][CH2:24]2)[cH:9]1)=[O:12]. Reactants: CCCCCC, CCO, NN, O, [Pt], O=[N+]([O-])c1ccc(-c2cccs2)cc1. Yields the product Nc1ccc(-c2cccs2)cc1. As a reaction SMILES: [CH3:18][CH2:19][CH2:20][CH2:21][CH2:22][CH3:23].[CH3:24][CH2:25][OH:26].[NH2:16][NH2:17].[OH2:15].[Pt:27].[s:1]1[c:2](-[c:6]2[cH:7][cH:8][c:9]([N+:12]([O-:13])=[O:14])[cH:10][cH:11]2)[cH:3][cH:4][cH:5]1>>[s:1]1[c:2](-[c:6]2[cH:7][cH:8][c:9]([NH2:12])[cH:10][cH:11]2)[cH:3][cH:4][cH:5]1. The reactants are [H-].[Na+] (sodium hydride), [C@H]12[C@@H](CCC[C@@H]2O1)O ((1R*,2R*,6S*)-7-oxabicyclo[4.1.0]heptan-2-ol), O (water), C(C1=CC=CC=C1)Br (benzyl bromide). The solvent is C1CCOC1 (THF), C1CCOC1 (THF). Run at time 1 hour. Yields the product C(C1=CC=CC=C1)O[C@]1([C@@H]2O[C@H]2CCC1)O ((1R*,2R*,6S*)-2-(Benzyloxy)-7-oxabicyclo[4.1.0]heptan-2-ol). The yield is 51.0%. RXN SMILES: [H-].[Na+].[C@H:3]12[O:9][C@H:8]1[CH2:7][CH2:6][CH2:5][C@H:4]2[OH:10].[CH2:11](Br)[C:12]1[CH:17]=[CH:16][CH:15]=[CH:14][CH:13]=1.[OH2:19]>C1COCC1>[CH2:11]([O:10][C@:4]1([OH:19])[CH2:5][CH2:6][CH2:7][C@H:8]2[C@H:3]1[O:9]2)[C:12]1[CH:17]=[CH:16][CH:15]=[CH:14][CH:13]=1 |f:0.1|. Procedure details: To a solution of sodium hydride (63%; 1.20 g, 31.5 mmol) in THF (20 mL), a solution of the (1R*,2R*,6S*)-7-oxabicyclo[4.1.0]heptan-2-ol (3.10 g, 27.2 mmol) prepared in Example 100a in THF (20 mL) was added with cooling on ice, and the mixture was stirred at room temperature for 1 hour. To the reaction solution, benzyl bromide (4.0 mL, 33.4 mmol) was added, and the mixture was stirred at room temperature for 12 hours. To the reaction solution, water (50 mL) was added, followed by extraction with ...